This data is from the Open Reaction Database (ORD), a public repository of structured organic reaction records. The task is: describe an organic reaction: reactants, conditions, products, and yield Starting materials: C1(=CC=CC=C1)C1=CSC2=C1C=CC(=C2)OC (3-phenyl-6-methoxybenzothiophene), CO (methanol), COC1=C(C(=O)Cl)C=CC=C1 (o-methoxybenzoyl chloride), [Cl-].[Al+3].[Cl-].[Cl-] (aluminum chloride). Run in ClCCCl (1,2-dichloroethane). The product is COC1=C(C(=O)C=2SC3=C(C2C2=CC=CC=C2)C=CC(=C3)OC)C=CC=C1 (2-(2-methoxybenzoyl)-3-phenyl-6-methoxybenzothiophene). Yield: 96.6%. RXN SMILES: [C:1]1([C:7]2[C:11]3[CH:12]=[CH:13][C:14]([O:16][CH3:17])=[CH:15][C:10]=3[S:9][CH:8]=2)[CH:6]=[CH:5][CH:4]=[CH:3][CH:2]=1.[CH3:18][O:19][C:20]1[CH:28]=[CH:27][CH:26]=[CH:25][C:21]=1[C:22](Cl)=[O:23].[Cl-].[Al+3].[Cl-].[Cl-].CO>ClCCCl>[CH3:18][O:19][C:20]1[CH:28]=[CH:27][CH:26]=[CH:25][C:21]=1[C:22]([C:8]1[S:9][C:10]2[CH:15]=[C:14]([O:16][CH3:17])[CH:13]=[CH:12][C:11]=2[C:7]=1[C:1]1[CH:2]=[CH:3][CH:4]=[CH:5][CH:6]=1)=[O:23] |f:2.3.4.5|. Procedure: By the procedure of Example 5, 5.0 g. (0.0208 mole) of 3-phenyl-6-methoxybenzothiophene were treated with 3.60 g. (0.021 mole) of o-methoxybenzoyl chloride and 2.80 g. (0.021 mole) of aluminum chloride in 100 ml. of 1,2-dichloroethane as solvent. The crystalline product, 2-(2-methoxybenzoyl)-3-phenyl-6-methoxybenzothiophene (7.52 g.; 97 percent) was obtained from methanol, m.p. 111°-112° C. The product was sufficiently pure to be employed in the next succeeding step; however, a portion of the pr... Reactants: CC(C)(C)c1cc(NC(=O)Nc2ccc(F)cc2)n(-c2cccc(CCl)c2)n1, COc1ccc(CN2C(=O)CNS2(=O)=O)cc1, [H-], [Na+], CN(C)C=O. Product: COc1ccc(CN2C(=O)CN(Cc3cccc(-n4nc(C(C)(C)C)cc4NC(=O)Nc4ccc(F)cc4)c3)S2(=O)=O)cc1. As a reaction SMILES: [C:20]([CH3:21])([CH3:22])([CH3:23])[c:24]1[cH:25][c:26]([NH:37][C:38](=[O:39])[NH:40][c:41]2[cH:42][cH:43][c:44]([F:47])[cH:45][cH:46]2)[n:27](-[c:29]2[cH:30][c:31]([CH2:35][Cl:36])[cH:32][cH:33][cH:34]2)[n:28]1.[CH3:1][O:2][c:3]1[cH:4][cH:5][c:6]([CH2:7][N:8]2[S:9](=[O:14])(=[O:15])[NH:10][CH2:11][C:12]2=[O:13])[cH:16][cH:17]1.[H-:19].[Na+:18].[O:48]=[CH:49][N:50]([CH3:51])[CH3:52]>>[CH3:1][O:2][c:3]1[cH:4][cH:5][c:6]([CH2:7][N:8]2[S:9](=[O:14])(=[O:15])[N:10]([CH2:35][c:31]3[cH:30][c:29](-[n:27]4[c:26]([NH:37][C:38](=[O:39])[NH:40][c:41]5[cH:42][cH:43][c:44]([F:47])[cH:45][cH:46]5)[cH:25][c:24]([C:20]([CH3:21])([CH3:22])[CH3:23])[n:28]4)[cH:34][cH:33][cH:32]3)[CH2:11][C:12]2=[O:13])[cH:16][cH:17]1.